Dataset: the Open Reaction Database (ORD), a public repository of structured organic reaction records. Task: describe an organic reaction: reactants, conditions, products, and yield Reaction SMILES: [F:1][C:2]1[CH:3]=[N:4][CH:5]=[CH:6][C:7]=1[CH2:8][OH:9].[CH3:10][S:11](Cl)(=[O:13])=[O:12]>C(Cl)Cl>[F:1][C:2]1[CH:3]=[N:4][CH:5]=[CH:6][C:7]=1[CH2:8][O:9][S:11]([CH3:10])(=[O:13])=[O:12]. Yields the product FC=1C=NC=CC1COS(=O)(=O)C (Methanesulfonic acid 3-fluoro-pyridin-4-ylmethyl ester). Solvent: C(Cl)Cl (DCM). Starting materials: TEA, FC=1C=NC=CC1CO ((3-fluoro-pyridin-4-yl)-methanol), CS(=O)(=O)Cl (MsCl). Reported procedure: At 0° C. TEA (44 μl, 0.314 mmol, 2 eq.) was added to (3-fluoro-pyridin-4-yl)-methanol (20 mg, 0.157 mmol, 1 eq.) in 1 mL DCM, followed by MsCl (15 μl, 0.188 mmol, 1.2 eq.) The reaction was stirred at 0° C. for 30 minutes. HPLC and LC-MS showed reaction complete. The reaction crude was concentrated down. Ethyl acetate was added and washed with saturated NAHCO3 aqueous solution. The Ethyl acetate layer was concentrated after dried over Na2SO4 to give color oil which was used directly in next step.... Conditions: temperature 0 celsius, time 30 minute. RXN SMILES: [F:1][C:2]1[CH:25]=[CH:24][CH:23]=[CH:22][C:3]=1[CH2:4][N:5]1[C:9]2=[N:10][CH:11]=[CH:12][CH:13]=[C:8]2[C:7]([C:14]2[N:19]=[C:18]([NH2:20])[C:17]([NH2:21])=[CH:16][N:15]=2)=[N:6]1.[F:26][C:27]([F:36])([F:35])[CH2:28][N:29]1[CH2:33][CH2:32][CH2:31][C:30]1=O>>[F:1][C:2]1[CH:25]=[CH:24][CH:23]=[CH:22][C:3]=1[CH2:4][N:5]1[C:9]2=[N:10][CH:11]=[CH:12][CH:13]=[C:8]2[C:7]([C:14]2[N:19]=[C:18]([NH2:20])[C:17]([NH:21][CH:31]3[CH2:32][CH2:33][N:29]([CH2:28][C:27]([F:36])([F:35])[F:26])[CH2:30]3)=[CH:16][N:15]=2)=[N:6]1. The product is FC1=C(CN2N=C(C=3C2=NC=CC3)C3=NC=C(C(=N3)N)NC3CN(CC3)CC(F)(F)F)C=CC=C1 (2-[1-(2-Fluorobenzyl)-1H-pyrazolo[3,4-b]pyridin-3-yl]-N5-[1-(2,2,2-trifluoroethyl)pyrrolidin-3-yl]pyrimidine-4,5-diamine). Reported procedure: 400 mg (1.193 mmol) of 2-[1-(2-fluorobenzyl)-1H-pyrazolo[3,4-b]pyridin-3-yl]pyrimidine-4,5-diamine (synthesis described in US2004/67937; Example V) were reacted in analogy to the method in example 88A with 1-(2,2,2-trifluoroethyl)pyrrolidinone. After purification by means of preparative HPLC (acetonitrile:water (+0.05% formic acid) gradient), this gave 482 mg of the title compound (83% of theory). The reactants are FC1=C(CN2N=C(C=3C2=NC=CC3)C3=NC=C(C(=N3)N)N)C=CC=C1 (2-[1-(2-fluorobenzyl)-1H-pyrazolo[3,4-b]pyridin-3-yl]pyrimidine-4,5-diamine), FC(CN1C(CCC1)=O)(F)F (1-(2,2,2-trifluoroethyl)pyrrolidinone). RXN SMILES: [CH3:44][OH:45].[CH:1]([CH3:2])([CH3:3])[O:4][c:5]1[cH:6][c:7]([C:11]23[CH:12]([CH3:32])[CH2:13][N:14]([CH3:31])[CH:15]([CH2:16][CH:17]([N:19]4[C:20](=[O:29])[c:21]5[cH:22][cH:23][cH:24][cH:25][c:26]5[C:27]4=[O:28])[CH2:18]2)[CH2:30]3)[cH:8][cH:9][cH:10]1.[Cl:33][C:34]([O:35][CH:36]([Cl:37])[CH3:38])=[O:39].[Cl:40][CH:41]([Cl:42])[CH3:43]>>[CH:1]([CH3:2])([CH3:3])[O:4][c:5]1[cH:6][c:7]([C:11]23[CH:12]([CH3:32])[CH2:13][NH:14][CH:15]([CH2:16][CH:17]([N:19]4[C:20](=[O:29])[c:21]5[cH:22][cH:23][cH:24][cH:25][c:26]5[C:27]4=[O:28])[CH2:18]2)[CH2:30]3)[cH:8][cH:9][cH:10]1. Product: CC(C)Oc1cccc(C23CC(CC(N4C(=O)c5ccccc5C4=O)C2)NCC3C)c1. The reactants are CO, CC(C)Oc1cccc(C23CC(CC(N4C(=O)c5ccccc5C4=O)C2)N(C)CC3C)c1, CC(Cl)OC(=O)Cl, CC(Cl)Cl. The reactants are OCc1cnc(C(F)(F)F)c(Br)c1, ClCCl. The product is O=Cc1cnc(C(F)(F)F)c(Br)c1. RXN SMILES: [Br:1][c:2]1[cH:3][c:4]([CH2:12][OH:13])[cH:5][n:6][c:7]1[C:8]([F:9])([F:10])[F:11].[Cl:14][CH2:15][Cl:16]>>[Br:1][c:2]1[cH:3][c:4]([CH:12]=[O:13])[cH:5][n:6][c:7]1[C:8]([F:9])([F:10])[F:11]. The reactants are C(CC=C)C1=CC=C(C=C1)Cl (4-(3-butenyl)-1-chlorobenzene), Example 1 ( d ), Example 1 ( b ), C[SiH](C)C[Si](C)(C)C (2,4,4-trimethyl-2,4-disilapentane). Product: ClC1=CC=C(C=C1)CCCC[Si](C[Si](C)(C)C)(C)C (1-chloro-4-(5,5,7,7-tetramethyl-5,7disilaoctyl)benzene). Isolated yield 70.8%. RXN SMILES: [CH2:1]([C:5]1[CH:10]=[CH:9][C:8]([Cl:11])=[CH:7][CH:6]=1)[CH2:2][CH:3]=[CH2:4].[CH3:12][SiH:13]([CH2:15][Si:16]([CH3:19])([CH3:18])[CH3:17])[CH3:14]>>[Cl:11][C:8]1[CH:7]=[CH:6][C:5]([CH2:1][CH2:2][CH2:3][CH2:4][Si:13]([CH3:14])([CH3:12])[CH2:15][Si:16]([CH3:19])([CH3:18])[CH3:17])=[CH:10][CH:9]=1. Procedure: About 33.3 g (0.2 mol) of 4-(3-butenyl)-1-chlorobenzene prepared in accordance with Example 1 (b) were silylated with 2,4,4-trimethyl-2,4-disilapentane (compare Example 1 (d) with Pt as catalyst to give 1-chloro-4-(5,5,7,7-tetramethyl-5,7disilaoctyl)benzene. The boiling point was 115° C. under 0.05 hPa, and the yield was 70.8% of theory. Reactants: FC(OC1=CC=C(C=C1)C1C(CCCC1)=O)(F)F (2-(4-Trifluoromethoxyl-phenyl)-cyclohexanone), BrBr (bromine). Run in C(Cl)(Cl)Cl (chloroform), C(Cl)(Cl)Cl (chloroform). Yields the product BrC1CCCC(C1=O)C1=CC=C(C=C1)OC(F)(F)F (6-Bromo-2-(4-trifluoromethoxyl-phenyl)-cyclohexanone). The yield is 91.8%. RXN SMILES: [F:1][C:2]([F:18])([F:17])[O:3][C:4]1[CH:9]=[CH:8][C:7]([CH:10]2[CH2:15][CH2:14][CH2:13][CH2:12][C:11]2=[O:16])=[CH:6][CH:5]=1.[Br:19]Br>C(Cl)(Cl)Cl>[Br:19][CH:12]1[C:11](=[O:16])[CH:10]([C:7]2[CH:6]=[CH:5][C:4]([O:3][C:2]([F:17])([F:18])[F:1])=[CH:9][CH:8]=2)[CH2:15][CH2:14][CH2:13]1. Procedure details: 2-(4-Trifluoromethoxyl-phenyl)-cyclohexanone (53 mg, 0.21 mmol) was dissolved in chloroform (1 mL). To this solution bromine (34.4 mg, 0.22 mmol) in chloroform (0.5 mL) was added drop wise at room temperature. The reaction was stirred for 1½ hours at room temperature. The solvent was removed under reduced pressure to yield the crude title compound (65 mg) which was used directly in the next step without further purification. Reactants: C(C)(=O)OC(C)C1CCCCC1 (1-cyclohexylethan-1-yl acetate), C1(CCCCC1)C(C)O (1-cyclohexylethan-1-ol). Yields the product C(CCC)(=O)OC(C)C1CCCCC1 (1-cyclohexylethan-1-yl butyrate). RXN SMILES: [C:1]([O:4][CH:5]([CH:7]1[CH2:12][CH2:11][CH2:10][CH2:9][CH2:8]1)[CH3:6])(=[O:3])[CH3:2].[CH:13]1(C(O)C)CCCC[CH2:14]1>>[C:1]([O:4][CH:5]([CH:7]1[CH2:12][CH2:11][CH2:10][CH2:9][CH2:8]1)[CH3:6])(=[O:3])[CH2:2][CH2:13][CH3:14]. Reported procedure: 1-cyclohexylethan-1-yl acetate; 1-cyclohexylethan-1-ol;